This data is from the Open Reaction Database (ORD), a public repository of structured organic reaction records. The task is: describe an organic reaction: reactants, conditions, products, and yield Starting materials: C(C1=CC=CC=C1)Br (benzyl bromide), EtOAc petroleum ether, [H-].[Na+] (NaH), C(C)(C)(C)OC(=O)N1CC(CC1)CCCO (3-[1-(tert-butoxycarbonyl)-3-pyrrolidinyl]-1-propanol). The reagents and catalysts are [Br-].C(CCC)[N+](CCCC)(CCCC)CCCC (tetra-n-butylammonium bromide). The product is C(C1=CC=CC=C1)OCCCC1CN(CC1)C(=O)OC(C)(C)C (tert-Butyl 3-[3-(Benzyloxy)propyl]pyrrolidine-1-carboxylate). RXN SMILES: [H-].[Na+].[C:3]([O:7][C:8]([N:10]1[CH2:14][CH2:13][CH:12]([CH2:15][CH2:16][CH2:17][OH:18])[CH2:11]1)=[O:9])([CH3:6])([CH3:5])[CH3:4].[CH2:19](Br)[C:20]1[CH:25]=[CH:24][CH:23]=[CH:22][CH:21]=1>C1COCC1.[Br-].C([N+](CCCC)(CCCC)CCCC)CCC>[CH2:19]([O:18][CH2:17][CH2:16][CH2:15][CH:12]1[CH2:13][CH2:14][N:10]([C:8]([O:7][C:3]([CH3:6])([CH3:5])[CH3:4])=[O:9])[CH2:11]1)[C:20]1[CH:25]=[CH:24][CH:23]=[CH:22][CH:21]=1 |f:0.1,5.6|. Solvent: C1CCOC1 (THF). Conditions: time 2 hour. Reported procedure: NaH (0.92 g, 38 mmol, 1.7 equiv.) was added to a solution of 3-[1-(tert-butoxycarbonyl)-3-pyrrolidinyl]-1-propanol (5.11 g, 22.3 mmol) in anhydrous THF (180 mL) at 0° C. under N2. The mixture was warmed to room temperature and stirred for about 2 h. Then benzyl bromide (3.2 mL, 26.9 mmol, 1.2 equiv.) and tetra-n-butylammonium bromide (0.72 g, 2.2 mmol, 0.10 equiv.) were added at room temperature. The solution was stirred for 20 h at room temperature, after which time period the reaction was comp... Yield: 87.0%. Starting materials: CS(=O)(=O)Cl, Nc1ccc2c(c1)N(C1CCN(CCc3ccc(F)cc3F)CC1)CC2. The product is Cl, CS(=O)(=O)Nc1ccc2c(c1)N(C1CCN(CCc3ccc(F)cc3F)CC1)CC2. As a reaction SMILES: [CH3:27][S:28]([Cl:29])(=[O:30])=[O:31].[F:1][c:2]1[c:3]([CH2:4][CH2:5][N:6]2[CH2:7][CH2:8][CH:9]([N:12]3[CH2:13][CH2:14][c:15]4[cH:16][cH:17][c:18]([NH2:21])[cH:19][c:20]43)[CH2:10][CH2:11]2)[cH:22][cH:23][c:24]([F:26])[cH:25]1>>[ClH:29].[F:1][c:2]1[c:3]([CH2:4][CH2:5][N:6]2[CH2:7][CH2:8][CH:9]([N:12]3[CH2:13][CH2:14][c:15]4[cH:16][cH:17][c:18]([NH:21][S:28]([CH3:27])(=[O:30])=[O:31])[cH:19][c:20]43)[CH2:10][CH2:11]2)[cH:22][cH:23][c:24]([F:26])[cH:25]1. Reactants: [H-].[Al+3].[Li+].[H-].[H-].[H-] (lithium aluminum hydride), ClC1=CC=C(C=C1)CCC(C#N)(CN1N=CN=C1)C1=CC=CC=C1 (alpha-(2-(4-chlorophenyl)ethyl)-alpha-phenyl-1H-1,2,4-triazole-1-propanenitrile). The solvent is O1CCCC1 (tetrahydrofuran), O1CCCC1 (tetrahydrofuran). Run at temperature 5 celsius. Product: ClC1=CC=C(C=C1)CCC(CN)CN1N=CN=C1 (4-(4-chlorophenyl)-2-[(1,2,4-triazol-1-yl)methyl]-1-butylamine). Isolated yield 89.5%. Reaction SMILES: [H-].[Al+3].[Li+].[H-].[H-].[H-].[Cl:7][C:8]1[CH:13]=[CH:12][C:11]([CH2:14][CH2:15][C:16](C2C=CC=CC=2)([CH2:19][N:20]2[CH:24]=[N:23][CH:22]=[N:21]2)[C:17]#[N:18])=[CH:10][CH:9]=1>O1CCCC1>[Cl:7][C:8]1[CH:13]=[CH:12][C:11]([CH2:14][CH2:15][CH:16]([CH2:19][N:20]2[CH:24]=[N:23][CH:22]=[N:21]2)[CH2:17][NH2:18])=[CH:10][CH:9]=1 |f:0.1.2.3.4.5|. Procedure: To a 5 liter flask stirring under nitrogen, fitted with a mechanical stirrer, was charged 18 g (0.45 mole) of lithium aluminum hydride in 1000 mL of dry tetrahydrofuran which was then cooled to 5° C. To the slurry was added 152 g (0.45 mole) of alpha-(2-(4-chlorophenyl)ethyl)-alpha-phenyl-1H-1,2,4-triazole-1-propanenitrile in 2000 mL of dry tetrahydrofuran over 3 hours. The reaction was kept at 5°-10° C. during the addition then allowed to warm to room temperature and stirred overnight. The reac... The reactants are CC(C)=O, CCOC(=O)c1oc2c(OC)ccc(C=O)c2c1C, [O-][Cl+][O-], NS(=O)(=O)O, [Na+], O. The product is CCOC(=O)c1oc2c(OC)ccc(C(=O)O)c2c1C. As a reaction SMILES: [CH3:29][C:30](=[O:31])[CH3:32].[CH:1](=[O:2])[c:3]1[cH:4][cH:5][c:6]([O:18][CH3:19])[c:7]2[o:8][c:9]([C:13](=[O:14])[O:15][CH2:16][CH3:17])[c:10]([CH3:12])[c:11]12.[Cl+:25]([O-:26])[O-:27].[NH2:20][S:21]([OH:22])(=[O:23])=[O:24].[Na+:28].[OH2:33]>>[C:1](=[O:2])([c:3]1[cH:4][cH:5][c:6]([O:18][CH3:19])[c:7]2[o:8][c:9]([C:13](=[O:14])[O:15][CH2:16][CH3:17])[c:10]([CH3:12])[c:11]12)[OH:22]. Reactants: C(C1=CC=CC=C1)NN (Benzyl hydrazine), C([O-])([O-])=O.[K+].[K+] (potassium carbonate), CCOC=C(C(=O)OCC)C(=O)OCC (diethyl ethoxymethylene malonate). Solvent: O (water). Procedure: Benzyl hydrazine (324 mg, 2.65 mmol) in water (15 ml) containing potassium carbonate (368 mg, 2.65 mmol) was treated with diethyl ethoxymethylene malonate (575 μl, 2.65 mmol) and the whole refluxed for 3 hours. The reaction mixture was allowed to cool and then washed with ethyl acetate. The aqueous solution was then acidified (HCl) to pH 2 and extracted with ethyl acetate. The ethyl acetate extraction was dried (MgSO4) and evaporated to give the title product as an oily solid which solidified on... Reaction SMILES: [CH2:1]([NH:8][NH2:9])[C:2]1[CH:7]=[CH:6][CH:5]=[CH:4][CH:3]=1.C(=O)([O-])[O-].[K+].[K+].CC[O:18][CH:19]=[C:20]([C:26](OCC)=O)[C:21]([O:23][CH2:24][CH3:25])=[O:22]>O>[CH2:1]([N:8]1[C:19](=[O:18])[C:20]([C:21]([O:23][CH2:24][CH3:25])=[O:22])=[CH:26][NH:9]1)[C:2]1[CH:7]=[CH:6][CH:5]=[CH:4][CH:3]=1 |f:1.2.3|. The product is C(C1=CC=CC=C1)N1NC=C(C1=O)C(=O)OCC (1-Benzyl-4-ethoxycarbonyl-3-pyrazolin-5-one).